From a dataset of the Open Reaction Database (ORD), a public repository of structured organic reaction records. describe an organic reaction: reactants, conditions, products, and yield Starting materials: CC(=O)C.OS(=O)(=O)O.O=[Cr](=O)=O (Jones reagent), CC1=C(N=C(N1)C1=CC=CC=C1)CO (methyl-2-phenyl-4-imidazolemethanol). The reagents and catalysts are [O-2].[O-2].[O-2].[Cr+6] (chromium trioxide). Run in CC(=O)C (acetone), O (water), S(O)(O)(=O)=O (sulfuric acid), O (water). Conditions: time 30 minute. Yields the product C1(=CC=CC=C1)C=1NC=C(N1)C(=O)C (Methyl 2-phenyl-4-imidazolyl ketone). RXN SMILES: [CH3:1][C:2]([CH3:4])=[O:3].OS(O)(=O)=O.O=[Cr](=O)=O.CC1[NH:19][C:18]([C:20]2[CH:25]=[CH:24][CH:23]=[CH:22][CH:21]=2)=[N:17][C:16]=1CO>S(=O)(=O)(O)O.O.CC(C)=O.[O-2].[O-2].[O-2].[Cr+6]>[C:20]1([C:18]2[NH:17][CH:16]=[C:1]([C:2]([CH3:4])=[O:3])[N:19]=2)[CH:25]=[CH:24][CH:23]=[CH:22][CH:21]=1 |f:0.1.2,7.8.9.10|. Reported procedure: Jones reagent [5 ml.; a solution of chromium trioxide (10.3 gm.) in a mixture of sulfuric acid (8.7 ml.) and water (30 ml.)] is added at 0°-5° C. over 1 hours to a solution of methyl-2-phenyl-4-imidazolemethanol (3.0 gm., 0.016 mole) in acetone (25 ml.). The temperature is allowed to rise to 20° C. for 30 minutes then water (150 ml.) is added. The mixture is stirred for 1 hour and the precipitated solid collected by filtration. The solid is treated with 2 N hydrochloric acid (15 ml.), stirred 5 ... Isolated yield 72.8%. Conditions: time 20 hour. As a reaction SMILES: C(O[C:6](=O)[N:7]([CH:9]1[CH:13]([C:14]2[CH:19]=[CH:18][C:17]([Cl:20])=[C:16]([Cl:21])[CH:15]=2)[CH2:12][N:11]([C:22]([CH:24]2[CH2:29][CH2:28][N:27]([C:30]([C:32]3([CH3:35])[CH2:34][CH2:33]3)=[O:31])[CH2:26][CH2:25]2)=[O:23])[CH2:10]1)C)(C)(C)C.C(O)(C(F)(F)F)=O.C([O-])(O)=O.[Na+]>C(Cl)Cl>[Cl:21][C:16]1[CH:15]=[C:14]([CH:13]2[CH:9]([NH:7][CH3:6])[CH2:10][N:11]([C:22]([CH:24]3[CH2:29][CH2:28][N:27]([C:30]([C:32]4([CH3:35])[CH2:33][CH2:34]4)=[O:31])[CH2:26][CH2:25]3)=[O:23])[CH2:12]2)[CH:19]=[CH:18][C:17]=1[Cl:20] |f:2.3|. Reactants: C(C)(C)(C)OC(N(C)C1CN(CC1C1=CC(=C(C=C1)Cl)Cl)C(=O)C1CCN(CC1)C(=O)C1(CC1)C)=O ({(3RS,4SR)-4-(3,4-dichloro-phenyl)-1-[1-(1-methyl-cyclopropanecarbonyl)-piperidine-4-carbonyl]-pyrrolidin-3-yl}-methyl-carbamic acid tert-butyl ester), C(=O)(C(F)(F)F)O (TFA), C(=O)(O)[O-].[Na+] (NaHCO3). Run in C(Cl)Cl (CH2Cl2). Procedure details: To a stirred solution of {(3RS,4SR)-4-(3,4-dichloro-phenyl)-1-[1-(1-methyl-cyclopropanecarbonyl)-piperidine-4-carbonyl]-pyrrolidin-3-yl}-methyl-carbamic acid tert-butyl ester (3.02 g, 5.61 mmol) in CH2Cl2 (30 ml) was added TFA (4.3 ml). The reaction mixture was stirred at RT for 20 hours, aqueous NaHCO3 was added until pH=8 and the product was extracted with CH2Cl2. The combined organic phase were dried over Na2SO4. The product was purified by column chromatography (SiO2, H/EtOAc/MeOH, 50:50:0 t... Product: ClC=1C=C(C=CC1Cl)C1CN(CC1NC)C(=O)C1CCN(CC1)C(=O)C1(CC1)C ([(3SR,4RS)-3-(3,4-Dichloro-phenyl)-4-methylamino-pyrrolidin-1-yl]-[1-(1-methyl-cyclopropanecarbonyl)-piperidin-4-yl]-methanone). Reactants: N#CC1CC(F)CN1C(=O)CNC12CCC(C(=O)O)(CC1)CC2, CC(C)(C)c1ccc(N)cc1. The product is CC(C)(C)c1ccc(NC(=O)C23CCC(NCC(=O)N4CC(F)CC4C#N)(CC2)CC3)cc1. RXN SMILES: [C:1](=[O:2])([OH:3])[C:4]12[CH2:5][CH2:6][C:7]([NH:12][CH2:13][C:14](=[O:15])[N:16]3[CH:17]([C:22]#[N:23])[CH2:18][CH:19]([F:21])[CH2:20]3)([CH2:8][CH2:9]1)[CH2:10][CH2:11]2.[C:24]([CH3:25])([CH3:26])([CH3:27])[c:28]1[cH:29][cH:30][c:31]([NH2:32])[cH:33][cH:34]1>>[C:1](=[O:2])([C:4]12[CH2:5][CH2:6][C:7]([NH:12][CH2:13][C:14](=[O:15])[N:16]3[CH:17]([C:22]#[N:23])[CH2:18][CH:19]([F:21])[CH2:20]3)([CH2:8][CH2:9]1)[CH2:10][CH2:11]2)[NH:32][c:31]1[cH:30][cH:29][c:28]([C:24]([CH3:25])([CH3:26])[CH3:27])[cH:34][cH:33]1.